Dataset: the Open Reaction Database (ORD), a public repository of structured organic reaction records. Task: describe an organic reaction: reactants, conditions, products, and yield Starting materials: CCI, CI, CCOc1cc2c(cc1OC)C(c1ccccc1)=NC(c1ccccc1)C(=O)N2. Yields the product CCOc1cc2c(cc1OC)C(c1ccccc1)=NC(c1ccccc1)C(=O)N2CC. RXN SMILES: [CH2:32]([CH3:33])[I:34].[CH3:30][I:31].[c:1]1([CH:7]2[C:8](=[O:29])[NH:9][c:10]3[c:11]([cH:20][c:21]([O:27][CH3:28])[c:22]([O:24][CH2:25][CH3:26])[cH:23]3)[C:12]([c:14]3[cH:15][cH:16][cH:17][cH:18][cH:19]3)=[N:13]2)[cH:2][cH:3][cH:4][cH:5][cH:6]1>>[c:1]1([CH:7]2[C:8](=[O:29])[N:9]([CH2:32][CH3:33])[c:10]3[c:11]([cH:20][c:21]([O:27][CH3:28])[c:22]([O:24][CH2:25][CH3:26])[cH:23]3)[C:12]([c:14]3[cH:15][cH:16][cH:17][cH:18][cH:19]3)=[N:13]2)[cH:2][cH:3][cH:4][cH:5][cH:6]1. Starting materials: O=C(O)c1cc2ncc(Br)cn2n1, ClCCCl, CC1NCCc2ccccc21, CN(C)C=O, On1nnc2ccccc21. Product: CC1c2ccccc2CCN1C(=O)c1cc2ncc(Br)cn2n1. RXN SMILES: [Br:1][c:2]1[cH:3][n:4][c:5]2[n:6]([cH:7]1)[n:8][c:9]([C:11](=[O:12])[OH:13])[cH:10]2.[CH2:25]([Cl:26])[CH2:27][Cl:28].[CH3:14][CH:15]1[NH:16][CH2:17][CH2:18][c:19]2[cH:20][cH:21][cH:22][cH:23][c:24]21.[O:39]=[CH:40][N:41]([CH3:42])[CH3:43].[OH:29][n:30]1[c:31]2[c:32]([cH:33][cH:34][cH:35][cH:36]2)[n:37][n:38]1>>[Br:1][c:2]1[cH:3][n:4][c:5]2[n:6]([cH:7]1)[n:8][c:9]([C:11](=[O:13])[N:16]1[CH:15]([CH3:14])[c:24]3[c:19]([cH:20][cH:21][cH:22][cH:23]3)[CH2:18][CH2:17]1)[cH:10]2. The product is CNC1CC(c2c[nH]c3ccccc23)c2ccccc21. RXN SMILES: [CH3:1][NH:2][CH:3]1[CH2:4][CH:5]([c:12]2[cH:13][n:14]([S:21]([c:22]3[cH:23][cH:24][c:25]([CH3:26])[cH:27][cH:28]3)(=[O:29])=[O:30])[c:15]3[cH:16][cH:17][cH:18][cH:19][c:20]23)[c:6]2[cH:7][cH:8][cH:9][cH:10][c:11]21.[CH3:34][C:35](=[O:36])[CH3:37].[CH3:38][OH:39].[Na+:32].[OH-:31].[OH2:33]>>[CH3:1][NH:2][CH:3]1[CH2:4][CH:5]([c:12]2[cH:13][nH:14][c:15]3[cH:16][cH:17][cH:18][cH:19][c:20]23)[c:6]2[cH:7][cH:8][cH:9][cH:10][c:11]21. The reactants are CNC1CC(c2cn(S(=O)(=O)c3ccc(C)cc3)c3ccccc23)c2ccccc21, CC(C)=O, CO, [Na+], [OH-], O.